Dataset: the Open Reaction Database (ORD), a public repository of structured organic reaction records. Task: describe an organic reaction: reactants, conditions, products, and yield Reactants: compound, COC(C1=CC=C(C(=O)[O-])C=C1)=O (monomethylterephthalate), CC1(C(CCC1)CN)C (2,2-dimethylcyclopentylmethyl amine), compound. The product is COC(C1=CC=C(C=C1)C(=O)NCC1C(CCC1)(C)C)=O (4-[[[(2,2-Dimethylcyclopentyl)methyl]amino]-carbonyl]benzoic Acid Methyl Ester). As a reaction SMILES: [CH3:1][O:2][C:3](=[O:13])[C:4]1[CH:12]=[CH:11][C:7]([C:8]([O-:10])=O)=[CH:6][CH:5]=1.[CH3:14][C:15]1([CH3:22])[CH2:19][CH2:18][CH2:17][CH:16]1[CH2:20][NH2:21]>>[CH3:1][O:2][C:3](=[O:13])[C:4]1[CH:5]=[CH:6][C:7]([C:8]([NH:21][CH2:20][CH:16]2[CH2:17][CH2:18][CH2:19][C:15]2([CH3:22])[CH3:14])=[O:10])=[CH:11][CH:12]=1. Reported procedure: The title compound was prepared from monomethylterephthalate and 2,2-dimethylcyclopentylmethyl amine (title B compound of Example 1) in a manner as described for the title A compound of Example 24.